Dataset: the Open Reaction Database (ORD), a public repository of structured organic reaction records. Task: describe an organic reaction: reactants, conditions, products, and yield RXN SMILES: [CH3:28][OH:29].[OH2:27].[c:1]1([S:11](=[O:12])(=[O:13])[N:14]2[CH:15]([CH2:20][CH2:21][CH2:22][C:23](=[O:24])[O:25][CH3:26])[CH2:16][CH2:17][CH2:18][CH2:19]2)[cH:2][cH:3][cH:4][c:5]2[cH:6][cH:7][cH:8][cH:9][c:10]12>>[c:1]1([S:11](=[O:12])(=[O:13])[N:14]2[CH:15]([CH2:20][CH2:21][CH2:22][C:23](=[O:24])[OH:25])[CH2:16][CH2:17][CH2:18][CH2:19]2)[cH:2][cH:3][cH:4][c:5]2[cH:6][cH:7][cH:8][cH:9][c:10]12. Starting materials: CO, O, COC(=O)CCCC1CCCCN1S(=O)(=O)c1cccc2ccccc12. Product: O=C(O)CCCC1CCCCN1S(=O)(=O)c1cccc2ccccc12. Reactants: BrC1=CC=C(OC2CN3CCC2CC3)C=C1 (3-(4-bromophenoxy)quinuclidine), C1(CCCCC1)N (cyclohexylamine). Product: N12CC(C(CC1)CC2)OC2=CC=C(C=C2)NC2CCCCC2 (N-[4-(1-azabicyclo[2.2.2]oct-3-yloxy)phenyl]-N-cyclohexylamine). Reaction SMILES: Br[C:2]1[CH:16]=[CH:15][C:5]([O:6][CH:7]2[CH:12]3[CH2:13][CH2:14][N:9]([CH2:10][CH2:11]3)[CH2:8]2)=[CH:4][CH:3]=1.[CH:17]1([NH2:23])[CH2:22][CH2:21][CH2:20][CH2:19][CH2:18]1>>[N:9]12[CH2:14][CH2:13][CH:12]([CH2:11][CH2:10]1)[CH:7]([O:6][C:5]1[CH:15]=[CH:16][C:2]([NH:23][CH:17]3[CH2:22][CH2:21][CH2:20][CH2:19][CH2:18]3)=[CH:3][CH:4]=1)[CH2:8]2. Procedure details: The product of Example 21A (281 mg, 1.0 mmol) was treated with cyclohexylamine (Aldrich, 150 mg, 1.5 mmol) according to the procedure of Example 17A. The title compound was purified by chromatography (SiO2, CH2Cl2:MeOH:NH3.H2O, 90:10:2, Rf. 0.10) as oil (130 mg, yield, 43%). 1H NMR (MeOH-d4, 300 MHz) δ 1.06–1.45 (m, 6H), 1.60–1.90 (m, 5H), 1.93–2.05 (m, 3H), 2.18–2.37 (m, 2H), 3.05–3.28 (m, 5H), 4.30–4.40 (m, 1H), 6.65 (d, J=8.8 Hz, 2H), 6.74 (d, J=9.2 Hz, 2H) ppm. MS (DCl/NH3) m/z 301 (M+H)+. Starting materials: C(C)(C)(C)OC(=O)C1N(C2CCCCC2C1)C(C(C(C)(C)C)NC(C(C1CCCCC1)NC(=O)OCC1=CC=CC=C1)=O)=O (1-[2-(2-benzyloxycarbonylamino-2-cyclohexyl-acetylamino)-3,3-dimethyl-butyryl]-octahydroindole-2-carboxylic acid tert-butyl ester), 10. The reagents and catalysts are [OH-].[OH-].[Pd+2] (Pd(OH)2/C). Solvent: CCO (EtOH). Product: C(C)(C)(C)OC(=O)C1N(C2CCCCC2C1)C(C(C(C)(C)C)NC(C(C1CCCCC1)N)=O)=O (1-[2-(2-amino-2-cyclohexyl-acetylamino)-3,3-dimethyl-butyryl]-octahydro-indole-2-carboxylic acid tert-butyl ester). The yield is 100.0%. Reaction SMILES: [C:1]([O:5][C:6]([CH:8]1[CH2:16][CH:15]2[CH:10]([CH2:11][CH2:12][CH2:13][CH2:14]2)[N:9]1[C:17](=[O:44])[CH:18]([NH:23][C:24](=[O:43])[CH:25]([NH:32]C(OCC1C=CC=CC=1)=O)[CH:26]1[CH2:31][CH2:30][CH2:29][CH2:28][CH2:27]1)[C:19]([CH3:22])([CH3:21])[CH3:20])=[O:7])([CH3:4])([CH3:3])[CH3:2]>CCO.[OH-].[OH-].[Pd+2]>[C:1]([O:5][C:6]([CH:8]1[CH2:16][CH:15]2[CH:10]([CH2:11][CH2:12][CH2:13][CH2:14]2)[N:9]1[C:17](=[O:44])[CH:18]([NH:23][C:24](=[O:43])[CH:25]([NH2:32])[CH:26]1[CH2:27][CH2:28][CH2:29][CH2:30][CH2:31]1)[C:19]([CH3:22])([CH3:21])[CH3:20])=[O:7])([CH3:2])([CH3:3])[CH3:4] |f:2.3.4|. Reported procedure: CBz ester 15b (3.0 g, 4.9 mmol) was stirred in EtOH (25 mL) and charged with 300 mg 10%Pd(OH)2/C. H2 gas was bubbled into the suspension until the reaction was complete. Catalyst was removed by filtration and the filtrate concentrated in vacuo to give 1-[2-(2-amino-2-cyclohexyl-acetylamino)-3,3-dimethyl-butyryl]-octahydro-indole-2-carboxylic acid tert-butyl ester 16b (2.34 g, 4.9 mmol, 100%) which was used as is in the next step without further purification. Reactants: ClC=1C(=NC=CN1)CNC(=O)N1CCN(CC1)C (N-((3-chloropyrazin-2-yl)methyl)-4-methylpiperazine-1-carboxamide), P(=O)(Cl)(Cl)Cl (phosphorus oxychloride). Run in C(C)#N (acetonitrile). Reaction conditions: temperature 60 celsius, time 1 hour. Yields the product ClC=1C=2N(C=CN1)C(=NC2)N2CCN(CC2)C (8-chloro-3-(4-methylpiperazin-1-yl)imidazo[1,5-a]pyrazine). Isolated yield 88.4%. As a reaction SMILES: [Cl:1][C:2]1[C:3]([CH2:8][NH:9][C:10]([N:12]2[CH2:17][CH2:16][N:15]([CH3:18])[CH2:14][CH2:13]2)=O)=[N:4][CH:5]=[CH:6][N:7]=1.P(Cl)(Cl)(Cl)=O>C(#N)C>[Cl:1][C:2]1[C:3]2[N:4]([C:10]([N:12]3[CH2:17][CH2:16][N:15]([CH3:18])[CH2:14][CH2:13]3)=[N:9][CH:8]=2)[CH:5]=[CH:6][N:7]=1. Procedure details: To N-((3-chloropyrazin-2-yl)methyl)-4-methylpiperazine-1-carboxamide (485 mg) in acetonitrile (3 mL) under a N2 flow was added phosphorus oxychloride (878 μl) and heated at 60° C. (bath temperature) for five hours and at 80° C. for one hour. Then the reaction mixture was concentrated in vacuo. Toluene was added and the mixture was concentrated in vacuo. Residue was taken up with acetonitrile, 7N ammonia in methanol was added with cooling and the suspension was stirred for 16 hours, then filtered... The reactants are C(C)OC1=C(OC2=C(C=CC=C2)CC(=O)OC)C=CC(=C1)C=O (methyl 2-(2-ethoxy-4-formylphenoxy)phenylacetate), [BH4-].[Na+] (sodium borohydride). Run in CO (methanol). Yields the product C(C)OC1=C(OC2=C(C=CC=C2)CC(=O)OC)C=CC(=C1)CO (methyl 2-(2-ethoxy-4-hydroxymethylphenoxy)phenylacetate). The yield is 65.6%. As a reaction SMILES: [CH2:1]([O:3][C:4]1[CH:21]=[C:20]([CH:22]=[O:23])[CH:19]=[CH:18][C:5]=1[O:6][C:7]1[CH:12]=[CH:11][CH:10]=[CH:9][C:8]=1[CH2:13][C:14]([O:16][CH3:17])=[O:15])[CH3:2].[BH4-].[Na+]>CO>[CH2:1]([O:3][C:4]1[CH:21]=[C:20]([CH2:22][OH:23])[CH:19]=[CH:18][C:5]=1[O:6][C:7]1[CH:12]=[CH:11][CH:10]=[CH:9][C:8]=1[CH2:13][C:14]([O:16][CH3:17])=[O:15])[CH3:2] |f:1.2|. Reported procedure: A stirred solution of 1.74 g (5.54 mmol) of the product of Step A dissolved in 22 mL of methanol was treated with 0.105 g (2.8 mmol) of sodium borohydride at room temperature. After 5 minutes the reaction mixture was partitioned between ethyl acetate and 1N hydrochloric acid, and the organic layer was separated. The product was washed with water, brine, dried (MgSO4), filtered and evaporated in vacuo. The residue was purified on a silica gel flash chromatography column eluted with 30% ethyl acet... Reactants: C(C)(=O)NC1C(CCCC1)CCC(P(O)(=O)O)(P(O)(=O)O)O (3-(2-acetylaminocyclohexyl)-1-hydroxypropane-1,1-diphosphonic acid), acetyl. The solvent is Cl (hydrochloric acid). Yields the product O.NC1C(CCCC1)CCC(P(O)(=O)O)(P(O)(=O)O)O.O.O.NC1C(CCCC1)CCC(P(O)(=O)O)(P(O)(=O)O)O (3-(2-aminocyclohexyl)-1-hydroxypropane-1,1-diphosphonic acid sesquihydrate). Isolated yield 23.0%. RXN SMILES: C([NH:4][CH:5]1[CH2:10][CH2:9][CH2:8][CH2:7][CH:6]1[CH2:11][CH2:12][C:13]([OH:22])([P:18]([OH:21])(=[O:20])[OH:19])[P:14]([OH:17])(=[O:16])[OH:15])(=[O:3])C>Cl>[OH2:3].[NH2:4][CH:5]1[CH2:10][CH2:9][CH2:8][CH2:7][CH:6]1[CH2:11][CH2:12][C:13]([OH:22])([P:18]([OH:21])(=[O:19])[OH:20])[P:14]([OH:16])(=[O:15])[OH:17].[OH2:3].[OH2:3].[NH2:4][CH:5]1[CH2:10][CH2:9][CH2:8][CH2:7][CH:6]1[CH2:11][CH2:12][C:13]([OH:22])([P:18]([OH:21])(=[O:19])[OH:20])[P:14]([OH:16])(=[O:15])[OH:17] |f:2.3.4.5.6|. Reported procedure: Starting from 3-(2-acetylaminocyclohexyl)-1-hydroxypropane-1,1-diphosphonic acid, the acetyl radical is completely eliminated by heating to 100° C. for 70 hours in 6N hydrochloric acid. The diphosphonic acid is purified by chromatographing on Amberlite IR-120 (H+ form) to give 3-(2-aminocyclohexyl)-1-hydroxypropane-1,1-diphosphonic acid sesquihydrate in the form of a cis, trans mixture (ratio as in the starting material). Yield 23% of theory; m.p. 163° C., foaming up; Mrel =0.31.